Dataset: the Open Reaction Database (ORD), a public repository of structured organic reaction records. Task: describe an organic reaction: reactants, conditions, products, and yield Procedure: The title compound was prepared from 7-trifluoromethyl-5-(4-trifluoromethyl-phenyl)-pyrazolo[1,5-a]pyrimidine-3-carboxylic acid (example C.2) (188 mg, 0.5 mmol) and N-hydroxy-5-sulfamoyl-thiophene-2-carboxamidine (example B.2) (166 mg, 0.75 mmol) according to general procedure II. Obtained after purification by flash chromatography (ethyl acetate/heptane) and crystallization (dichloromethane) as an off-white solid (130 mg, 46%). MS (ISN) 558.0 [(M−H)−]; mp 276° C. RXN SMILES: [F:1][C:2]([F:26])([F:25])[C:3]1[N:8]2[N:9]=[CH:10][C:11]([C:12]([OH:14])=O)=[C:7]2[N:6]=[C:5]([C:15]2[CH:20]=[CH:19][C:18]([C:21]([F:24])([F:23])[F:22])=[CH:17][CH:16]=2)[CH:4]=1.O[NH:28][C:29]([C:31]1[S:32][C:33]([S:36](=[O:39])(=[O:38])[NH2:37])=[CH:34][CH:35]=1)=[NH:30]>>[F:26][C:2]([F:25])([F:1])[C:3]1[N:8]2[N:9]=[CH:10][C:11]([C:12]3[O:14][N:30]=[C:29]([C:31]4[S:32][C:33]([S:36]([NH2:37])(=[O:39])=[O:38])=[CH:34][CH:35]=4)[N:28]=3)=[C:7]2[N:6]=[C:5]([C:15]2[CH:16]=[CH:17][C:18]([C:21]([F:22])([F:23])[F:24])=[CH:19][CH:20]=2)[CH:4]=1. Reactants: FC(C1=CC(=NC=2N1N=CC2C(=O)O)C2=CC=C(C=C2)C(F)(F)F)(F)F (7-trifluoromethyl-5-(4-trifluoromethyl-phenyl)-pyrazolo[1,5-a]pyrimidine-3-carboxylic acid), ONC(=N)C=1SC(=CC1)S(N)(=O)=O (N-hydroxy-5-sulfamoyl-thiophene-2-carboxamidine). The product is FC(C1=CC(=NC=2N1N=CC2C2=NC(=NO2)C2=CC=C(S2)S(=O)(=O)N)C2=CC=C(C=C2)C(F)(F)F)(F)F (5-{5-[7-Trifluoromethyl-5-(4-trifluoromethyl-phenyl)-pyrazolo[1,5-a]pyrimidin-3-yl]-[1,2,4]oxadiazol-3-yl}-thiophene-2-sulfonic Acid Amide). Reactants: Cl (HCl), NCCCCN1CCC(CC1)C1=NOC2=C1C=CC(=C2)F (1-(4-aminobutyl)-4-(6-fluoro-1,2-benzisoxazol-3-yl)piperidine), [C@@H]12[C@@H](CCCC1)C(=O)OC2=O (cis-1,2-cyclohexanedicarboxylic anhydride). Solvent: C(C)O (ethanol), N1=CC=CC=C1 (pyridine), N1=CC=CC=C1 (pyridine), C(C)O (ethanol). Yields the product Cl.FC1=CC2=C(C(=NO2)C2CCN(CC2)CCCCN2C(C3CCCCC3C2=O)=O)C=C1 (2-[4-[4-(6-Fluoro-1,2-benzisoxazol-3-yl)-1-piperidinyl]butyl]hexahydro-1H-isoindole-1,3-dione hydrochloride). Reaction SMILES: [NH2:1][CH2:2][CH2:3][CH2:4][CH2:5][N:6]1[CH2:11][CH2:10][CH:9]([C:12]2[C:16]3[CH:17]=[CH:18][C:19]([F:21])=[CH:20][C:15]=3[O:14][N:13]=2)[CH2:8][CH2:7]1.[C@@H:22]12[C:31](=O)[O:30][C:28](=[O:29])[C@@H:23]1[CH2:24][CH2:25][CH2:26][CH2:27]2.[ClH:33]>N1C=CC=CC=1.C(O)C>[ClH:33].[F:21][C:19]1[CH:18]=[CH:17][C:16]2[C:12]([CH:9]3[CH2:10][CH2:11][N:6]([CH2:5][CH2:4][CH2:3][CH2:2][N:1]4[C:28](=[O:29])[CH:23]5[CH:22]([CH2:27][CH2:26][CH2:25][CH2:24]5)[C:31]4=[O:30])[CH2:7][CH2:8]3)=[N:13][O:14][C:15]=2[CH:20]=1 |f:5.6|. Reported procedure: A mixture of 1-(4-aminobutyl)-4-(6-fluoro-1,2-benzisoxazol-3-yl)piperidine (4.7 g, 16.1 mmol) and cis-1,2-cyclohexanedicarboxylic anhydride (3.23 g, 21 mmol) in pyridine (45 ml) was heated at reflux for 8 hours. At the end of the reaction, pyridine was removed to dryness. The crude product was purified on a silica gel column. The material thus obtained weighed 3.18 g (45%) as a clear oil. This oil was dissolved in ethanol (15 ml), then was treated with HCl in ethanol (45 ml). Crystallization too... Starting materials: ClC=1C=C(C(=CC1C(F)(F)F)N)NC1=CC=C(C=C1)CCCl (4-chloro-N2-[4-(2-chloroethyl)phenyl]-5-(trifluoromethyl)-1,2-benzenediamine), C(C(O)C)(=O)O (lactic acid). The product is ClC=1C(=CC2=C(N(C(=N2)C(C)O)C2=CC=C(C=C2)CCCl)C1)C(F)(F)F (1-[6-chloro-1-[4-(2-chloroethyl)phenyl]-5-(trifluoromethyl)-1H-benzimidazol-2-yl]ethanol). Reaction SMILES: [Cl:1][C:2]1[CH:3]=[C:4]([NH:13][C:14]2[CH:19]=[CH:18][C:17]([CH2:20][CH2:21][Cl:22])=[CH:16][CH:15]=2)[C:5]([NH2:12])=[CH:6][C:7]=1[C:8]([F:11])([F:10])[F:9].[C:23](O)(=O)[CH:24]([CH3:26])[OH:25]>>[Cl:1][C:2]1[C:7]([C:8]([F:11])([F:10])[F:9])=[CH:6][C:5]2[N:12]=[C:23]([CH:24]([OH:25])[CH3:26])[N:13]([C:14]3[CH:19]=[CH:18][C:17]([CH2:20][CH2:21][Cl:22])=[CH:16][CH:15]=3)[C:4]=2[CH:3]=1. Reported procedure: The title compound was prepared according to the procedure described in Example 339, step 3 & Example 1, step 5 from 4-chloro-N2-[4-(2-chloroethyl)phenyl]-5-(trifluoromethyl)-1,2-benzenediamine and lactic acid.